From a dataset of the Open Reaction Database (ORD), a public repository of structured organic reaction records. describe an organic reaction: reactants, conditions, products, and yield Starting materials: difumarate, C1=CC=CC=2C(C3=C(CCC21)C=CC=C3)CNC3CCNCC3 (4-[(10,11-dihydro-5H-dibenzo[a,d]cyclohepten-5-yl)methylamino]piperidine), C(C=C)N1C2=NC(=NC(=C2N=C1)Cl)Cl (9-allyl-2,6-dichloropurine), ClC1=NC=C2NC=NC2=N1 (2-chloropurine), C(C=C)N (allylamine). The solvent is C(CCC)O (butanol), C(C)O (ethanol). Reaction conditions: time 3 hour. Product: C(C=C)N1C2=NC(=NC(=C2N=C1)N1CCC(CC1)NCC1C2=C(CCC3=C1C=CC=C3)C=CC=C2)NCC=C (9-allyl-2-allylamino-6-{4-[(10,11-dihydro-5H-dibenzo[a,d]cyclohepten-5-yl)methylamino]piperidino}purine). The yield is 26.8%. As a reaction SMILES: [CH:1]1[C:11]2[CH2:10][CH2:9][C:8]3[CH:12]=[CH:13][CH:14]=[CH:15][C:7]=3[CH:6]([CH2:16][NH:17][CH:18]3[CH2:23][CH2:22][NH:21][CH2:20][CH2:19]3)[C:5]=2[CH:4]=[CH:3][CH:2]=1.[CH2:24]([N:27]1[CH:35]=[N:34][C:33]2[C:28]1=[N:29][C:30](Cl)=[N:31][C:32]=2Cl)[CH:25]=[CH2:26].ClC1N=[C:46]2[C:42](NC=N2)=[CH:41][N:40]=1.C(N)C=C>C(O)C.C(O)CCC>[CH2:24]([N:27]1[CH:35]=[N:34][C:33]2[C:28]1=[N:29][C:30]([NH:40][CH2:41][CH:42]=[CH2:46])=[N:31][C:32]=2[N:21]1[CH2:22][CH2:23][CH:18]([NH:17][CH2:16][CH:6]2[C:5]3[CH:4]=[CH:3][CH:2]=[CH:1][C:11]=3[CH2:10][CH2:9][C:8]3[CH:12]=[CH:13][CH:14]=[CH:15][C:7]2=3)[CH2:19][CH2:20]1)[CH:25]=[CH2:26]. Procedure details: 3 g of 4-[(10,11-dihydro-5H-dibenzo[a,d]cyclohepten-5-yl)methylamino]piperidine are added to a solution of 1.15 g of 9-allyl-2,6-dichloropurine in 20 ml of ethanol and the mixture is stirred for 3 hours at room temperature and then for 30 minutes at 50° C. The mixture is then treated as described in Example 1. The residue obtained is recrystallised from ether. 1.8 g of white crystals melting (cap) at 146°-148° C. are obtained. By proceeding as in Example 1, starting from 1.8 g of the 2-chloropur... The reactants are F[C@H]1[C@H](OC)O[C@H]([C@H]([C@H]1O)O)C (Methy 2,6-dideoxy-2-fluoro-α-L-talopyranoside), Example 2 ( 4 ). The solvent is mixture, Cl (HCl), Cl (HCl). Conditions: temperature 60 celsius. The product is F[C@H]1C(O)O[C@H]([C@H]([C@H]1O)O)C (2,6-dideoxy-2-fluoro-L-talopyranose). Yield: 93.0%. As a reaction SMILES: [F:1][C@@H:2]1[C@H:9]([OH:10])[C@H:8]([OH:11])[C@H:7]([CH3:12])[O:6][C@H:3]1[O:4]C>Cl>[F:1][C@@H:2]1[C@H:9]([OH:10])[C@H:8]([OH:11])[C@H:7]([CH3:12])[O:6][CH:3]1[OH:4]. Procedure details: Methy 2,6-dideoxy-2-fluoro-α-L-talopyranoside (21 mg) as prepared in Example 2 (4) given hereinbefore was dissolved in 1 ml of a mixture of 3N HCl-75% trifluoroacetic acid-water (the concentration of HCl in the whole mixture was 3N), and the resulting solution was heated at 60° C. for 1.5 hours to effect the hydrolysis. The reaction solution was then concentrated under reduced pressure to a smaller volume and the concentrated solution was admixed with a volume of water and azeotropically distill... Starting materials: BrC=1C=C(OC2OCCCC2)C=CC1 (2-(3-bromophenoxy)tetrahydropyran), O=CCCC1=C(C(=O)O)C=CC=C1 (2-(3-oxopropyl)benzoic acid), O1C(CCCC1)OC=1C=C(C=CC1)[Mg]Br (3-(2-tetrahydropyranyloxy)phenylmagnesium bromide). Run in C1CCOC1 (THF), C1CCOC1 (THF), C1CCOC1 (THF). Conditions: time 30 minute. The product is OC(CCC1=C(C(=O)O)C=CC=C1)C1=CC(=CC=C1)OC1OCCCC1 (2(3-hydroxy-3-(3-(2-tetrahydropyranyloxy)phenyl)propyl)benzoic acid). As a reaction SMILES: [O:1]=[CH:2][CH2:3][CH2:4][C:5]1[CH:13]=[CH:12][CH:11]=[CH:10][C:6]=1[C:7]([OH:9])=[O:8].[O:14]1[CH2:19][CH2:18][CH2:17][CH2:16][CH:15]1[O:20][C:21]1[CH:22]=[C:23]([Mg]Br)[CH:24]=[CH:25][CH:26]=1.BrC1C=C(C=CC=1)OC1CCCCO1>C1COCC1>[OH:1][CH:2]([C:25]1[CH:24]=[CH:23][CH:22]=[C:21]([O:20][CH:15]2[CH2:16][CH2:17][CH2:18][CH2:19][O:14]2)[CH:26]=1)[CH2:3][CH2:4][C:5]1[CH:13]=[CH:12][CH:11]=[CH:10][C:6]=1[C:7]([OH:9])=[O:8]. Procedure: At -10° C., a solution of the aldehyde of Step 2 (5.045 g, 28.3 mmol) in 50 mL of THF was added dropwise to 0.57M 3-(2-tetrahydropyranyloxy)phenylmagnesium bromide in THF (120 mL, 68.4 mmol, prepared from 2-(3-bromophenoxy)tetrahydropyran and Mg in THF and filtered to remove the excess of Mg) and the mixture was stirred at r.t. for 30 min. At 0° C., 25% aq NH4OAc was added. The title product was extracted with EtOAc, dried over Na2SO4 and purified by flash chromatography on silica using acetone:... Starting materials: ClC=1C=C(C=C(C1)Cl)B(O)O (3,5-dichlorophenylboronic acid), N(CCO)CCO (diethanolamin). Yields the product ClC=1C=C(C=C(C1)Cl)B1OCCNCCO1 (2-(3,5-Dichlorophenyl)-[1,3,6,2]dioxazaborocane). Yield: 94.0%. RXN SMILES: [Cl:1][C:2]1[CH:3]=[C:4]([B:9]([OH:11])[OH:10])[CH:5]=[C:6]([Cl:8])[CH:7]=1.[NH:12]([CH2:16][CH2:17]O)[CH2:13][CH2:14]O>>[Cl:8][C:6]1[CH:5]=[C:4]([B:9]2[O:10][CH2:17][CH2:16][NH:12][CH2:13][CH2:14][O:11]2)[CH:3]=[C:2]([Cl:1])[CH:7]=1. Reported procedure: The title compound (94%, crystals) was prepared from 3,5-dichlorophenylboronic acid and diethanolamin. The reactants are C=O, O=CO, CCOC(=O)C(C)(Cc1ccc(N2CCNCC2)cc1)C(=O)OCC. The product is CCOC(=O)C(C)(Cc1ccc(N2CCN(C)CC2)cc1)C(=O)OCC. RXN SMILES: [CH2:26]=[O:27].[CH:28]([OH:29])=[O:30].[N:1]1([c:7]2[cH:8][cH:9][c:10]([CH2:11][C:12]([C:13](=[O:14])[O:15][CH2:16][CH3:17])([C:18](=[O:19])[O:20][CH2:21][CH3:22])[CH3:23])[cH:24][cH:25]2)[CH2:2][CH2:3][NH:4][CH2:5][CH2:6]1>>[N:1]1([c:7]2[cH:8][cH:9][c:10]([CH2:11][C:12]([C:13](=[O:14])[O:15][CH2:16][CH3:17])([C:18](=[O:19])[O:20][CH2:21][CH3:22])[CH3:23])[cH:24][cH:25]2)[CH2:2][CH2:3][N:4]([CH3:26])[CH2:5][CH2:6]1.